From a dataset of the Open Reaction Database (ORD), a public repository of structured organic reaction records. describe an organic reaction: reactants, conditions, products, and yield Starting materials: OC1=C(C=O)C(=CC=C1)OC (2-Hydroxy-6-methoxybenzaldehyde), BrCCCCCCC(=O)OCC (ethyl 7-bromoheptanoate), C([O-])([O-])=O.[K+].[K+] (potassium carbonate), [I-].[Na+] (sodium iodide). Run in C(C)O (ethanol). Run at time 19 hour. Product: C(=O)C1=C(OCCCCCCC(=O)OCC)C=CC=C1OC (ethyl 7-(2-formyl-3-methoxyphenoxy)heptanoate). RXN SMILES: [OH:1][C:2]1[CH:9]=[CH:8][CH:7]=[C:6]([O:10][CH3:11])[C:3]=1[CH:4]=[O:5].Br[CH2:13][CH2:14][CH2:15][CH2:16][CH2:17][CH2:18][C:19]([O:21][CH2:22][CH3:23])=[O:20].C(=O)([O-])[O-].[K+].[K+].[I-].[Na+]>C(O)C>[CH:4]([C:3]1[C:6]([O:10][CH3:11])=[CH:7][CH:8]=[CH:9][C:2]=1[O:1][CH2:13][CH2:14][CH2:15][CH2:16][CH2:17][CH2:18][C:19]([O:21][CH2:22][CH3:23])=[O:20])=[O:5] |f:2.3.4,5.6|. Procedure: 2-Hydroxy-6-methoxybenzaldehyde (3.04 g, 0.02 M), ethyl 7-bromoheptanoate (4.74 g, 0.02 M), anhydrous potassium carbonate (2.97 g), sodium iodide (0.12 g) and ethanol (27 ml) were refluxed with stirring for 19 hr. The cooled reaction mixture was filtered and the solid washed with ethanol. The filtrate was evaporated to dryness and the residue partitioned between ether (40 ml) and water (40 ml). The organic layer was separated and washed with ZN sodium hydroxide solution, water, dried (sodium sul... The reactants are C(=O)(Cl)Cl (phosgene), CC1=C(C(=CC=C1)C)NC(OC)=O (methyl (2,6-dimethylphenyl)carbamate), C[O-].[Na+] (sodium methoxide). Reagents/catalysts: C1(=CC=CC=C1)C1=CC=CC=C1 (biphenyl). Run in C1(=CC=CC=C1)C (toluene), CO (methanol), C1(=CC=CC=C1)C (toluene), CO (methanol). Run at temperature 80 celsius. Product: ClC(=O)N(C(OC)=O)C1=C(C=CC=C1C)C (Methyl (Chlorocarbonyl)(2,6-dimethylphenyl)carbamate). The yield is 64.5%. Reaction SMILES: C[O-].[Na+].[CH3:4][C:5]1[CH:10]=[CH:9][CH:8]=[C:7]([CH3:11])[C:6]=1[NH:12][C:13](=[O:16])[O:14][CH3:15].[C:17](Cl)([Cl:19])=[O:18]>C1(C2C=CC=CC=2)C=CC=CC=1.CO.C1(C)C=CC=CC=1>[Cl:19][C:17]([N:12]([C:6]1[C:5]([CH3:4])=[CH:10][CH:9]=[CH:8][C:7]=1[CH3:11])[C:13](=[O:16])[O:14][CH3:15])=[O:18] |f:0.1|. Procedure: A mixture of toluene (150 mL), biphenyl (0.2 g) and sodium methoxide in methanol (23.76 g, 0.11 mol, 25% by weight) was heated at reflux, and the methanol-toluene azeotrope was removed. The mixture was allowed to cool to 80° C., and toluene (80 mL) was added. To the resulting mixture was added in five portions methyl (2,6-dimethylphenyl)carbamate (17.9 g, 0.1 mol). The methanol formed in the reaction was removed as the above azeotrope. When most of the methanol had been removed, ethylene glycol ... Starting materials: C(C)(C)(C)N1N(C(CC1=O)=O)CC1=CC=C(C=C1)F (1-tert-butyl-2-(4-fluoro-benzyl)-pyrazolidine-3,5-dione), [H-].[Na+] (NaH), ClC1=NS(C2=C1C=CC=C2)(=O)=O (3-chloro-benzo[d]isothiazole 1,1-dioxide). Solvent: C1CCOC1 (THF). Run at time 20 minute. The product is C(C)(C)(C)N1N(C(C(=C1O)C1=NS(C2=C1C=CC=C2)(=O)=O)=O)CC2=CC=C(C=C2)F (1-tert-Butyl-4-(1,1-dioxo-1H-1λ6-benzo[d]isothiazol-3-yl)-2-(4-fluoro-benzyl)-5-hydroxy-1,2-dihydro-pyrazol-3-one). Reaction SMILES: [C:1]([N:5]1[C:9](=[O:10])[CH2:8][C:7](=[O:11])[N:6]1[CH2:12][C:13]1[CH:18]=[CH:17][C:16]([F:19])=[CH:15][CH:14]=1)([CH3:4])([CH3:3])[CH3:2].[H-].[Na+].Cl[C:23]1[C:27]2[CH:28]=[CH:29][CH:30]=[CH:31][C:26]=2[S:25](=[O:33])(=[O:32])[N:24]=1>C1COCC1>[C:1]([N:5]1[C:9]([OH:10])=[C:8]([C:23]2[C:27]3[CH:28]=[CH:29][CH:30]=[CH:31][C:26]=3[S:25](=[O:32])(=[O:33])[N:24]=2)[C:7](=[O:11])[N:6]1[CH2:12][C:13]1[CH:14]=[CH:15][C:16]([F:19])=[CH:17][CH:18]=1)([CH3:4])([CH3:2])[CH3:3] |f:1.2|. Reported procedure: step 5—To a solution of the pyrazolone 62a (300 mg, 1.1 mmol) in THF (5 mL) was added NaH (54 mg, 1.4 mmol). The reaction mixture was stirred at RT for 20 min, and 3-chloro-benzo[d]isothiazole 1,1-dioxide (270 mg, 1.4 mmol) was added. The reaction mixture was then stirred at RT for 2 h, quenched with saturated aqueous NH4Cl and extracted into ethyl acetate (2×). The combined organics were dried (MgSO4), filtered and the solvent was removed under reduced pressure. The crude product was purified b... Starting materials: BrC1=NC=C(C=C1)F (2-bromo-5-fluoropyridine), C(CC(=O)OC)(=O)OC (dimethyl malonate), C(=O)([O-])[O-].[Cs+].[Cs+] (Cs2CO3). Reagents/catalysts: [Cu]I (CuI). The solvent is CN(C)C=O (DMF). Yields the product FC=1C=CC(=NC1)C(C(=O)OC)C(=O)OC (dimethyl 2-(5-fluoropyridin-2-yl)malonate). Yield: 31.0%. As a reaction SMILES: Br[C:2]1[CH:7]=[CH:6][C:5]([F:8])=[CH:4][N:3]=1.[C:9]([O:16][CH3:17])(=[O:15])[CH2:10][C:11]([O:13][CH3:14])=[O:12].C([O-])([O-])=O.[Cs+].[Cs+]>CN(C=O)C.[Cu]I>[F:8][C:5]1[CH:6]=[CH:7][C:2]([CH:10]([C:9]([O:16][CH3:17])=[O:15])[C:11]([O:13][CH3:14])=[O:12])=[N:3][CH:4]=1 |f:2.3.4|. Procedure details: The solution of 2-bromo-5-fluoropyridine (1.0 g, 5.68 mmol), dimethyl malonate (3.0 g, 22.7 mmol) picolinic acid (559.6 mg, 4.54 mmol), CuI (431.8 mg, 2.27 mmol) and Cs2CO3 (5.6 g, 17.05 mmol) in DMF (30 mL) was stirred at 100 degree for 12 h. After cooling to room temperature, the reaction mixture was filtered, diluted with H2O and extracted with ethyl acetate. The organic layer was washed with brine, dried over sodium sulfate and evaporated under reduced pressure. The residue was purified by a... The reactants are FC=1C=C(C=CC1F)C(CC(=O)C1=C(C=CC=C1)O)CC(=O)C1=CC2=CC=CC=C2C=C1 (3-(3,4-difluorophenyl)-1-(2-hydroxyphenyl)-5-(naphthalen-2-yl)-1,5-pentanedione), resin, NH4OAc, CC(=O)O (AcOH), CN(C=O)C (dimethylformamide). Conditions: temperature 100 celsius. The product is FC=1C=C(C=CC1F)C1=CC(=NC(=C1)C1=CC2=CC=CC=C2C=C1)C1=C(C=CC=C1)O (2-[4-(3,4-difluoro-phenyl)-6-naphthalen-2-yl-pyridin-2-yl]-phenol). RXN SMILES: [F:1][C:2]1[CH:3]=[C:4]([CH:9]([CH2:20][C:21]([C:23]2[CH:32]=[CH:31][C:30]3[C:25](=[CH:26][CH:27]=[CH:28][CH:29]=3)[CH:24]=2)=O)[CH2:10][C:11]([C:13]2[CH:18]=[CH:17][CH:16]=[CH:15][C:14]=2[OH:19])=O)[CH:5]=[CH:6][C:7]=1[F:8].CC(O)=O.C[N:38](C)C=O>>[F:1][C:2]1[CH:3]=[C:4]([C:9]2[CH:20]=[C:21]([C:23]3[CH:32]=[CH:31][C:30]4[C:25](=[CH:26][CH:27]=[CH:28][CH:29]=4)[CH:24]=3)[N:38]=[C:11]([C:13]3[CH:18]=[CH:17][CH:16]=[CH:15][C:14]=3[OH:19])[CH:10]=2)[CH:5]=[CH:6][C:7]=1[F:8]. Reported procedure: A mixture of 3-(3,4-difluorophenyl)-1-(2-hydroxyphenyl)-5-(naphthalen-2-yl)-1,5-pentanedione on Wang resin (2.0 g, 1.76 mmol), NH4OAc (1.0 g), and AcOH (1.5 mL) in dimethylformamide (40 mL) was heated at 100° C. for 18 h. The resin was filtered, and washed with dimethylformamide (×2) and alternating MeOH and CH2Cl2 (×5), and dried under high vacuum overnight. The dried resin was treated with 50% TFA/CH2Cl2 (15 mL) for 1 h. After filtration of the reaction mixture, the filtrate was concentrated t... Starting materials: ClCCl, O=C(OO)c1cccc(Cl)c1, c1cnc2c(c1)ncc1nc3n(c12)OCCC3. The product is [O-][n+]1cc2nc3n(c2c2ncccc21)OCCC3. As a reaction SMILES: [Cl:29][CH2:30][Cl:31].[OH:1][O:2][C:3]([c:4]1[cH:5][c:6]([Cl:7])[cH:8][cH:9][cH:10]1)=[O:11].[n:12]1[c:13]2[c:14]3[c:15]([cH:16][n:17][c:18]2[cH:19][cH:20][cH:21]1)[n:22][c:23]1[n:24]3[O:25][CH2:26][CH2:27][CH2:28]1>>[O-:1][n+:17]1[cH:16][c:15]2[c:14]([c:13]3[n:12][cH:21][cH:20][cH:19][c:18]31)[n:24]1[c:23]([n:22]2)[CH2:28][CH2:27][CH2:26][O:25]1. The reactants are CCCC[N+](CCCC)(CCCC)CCCC, C1CCOC1, CC(C)[Si](C(C)C)(C(C)C)n1ccc2c(F)c(Cl)cnc21, [F-]. Yields the product Fc1c(Cl)cnc2[nH]ccc12. RXN SMILES: [CH2:23]([N+:24]([CH2:25][CH2:26][CH2:27][CH3:28])([CH2:29][CH2:30][CH2:31][CH3:32])[CH2:33][CH2:34][CH2:35][CH3:36])[CH2:37][CH2:38][CH3:39].[CH2:40]1[O:41][CH2:42][CH2:43][CH2:44]1.[Cl:1][c:2]1[c:3]([F:21])[c:4]2[c:5]([n:6][cH:7]1)[n:8]([Si:11]([CH:12]([CH3:13])[CH3:14])([CH:15]([CH3:16])[CH3:17])[CH:18]([CH3:19])[CH3:20])[cH:9][cH:10]2.[F-:22]>>[Cl:1][c:2]1[c:3]([F:21])[c:4]2[c:5]([n:6][cH:7]1)[nH:8][cH:9][cH:10]2.